From a dataset of the Open Reaction Database (ORD), a public repository of structured organic reaction records. describe an organic reaction: reactants, conditions, products, and yield The reactants are CCOC(C)=O, Nc1cccc(C2CCCCCC2)c1, COc1cc(CC(=O)Oc2c(F)c(F)c(F)c(F)c2F)ccc1OCCN1C(=O)c2ccccc2C1=O. Yields the product COc1cc(CC(=O)Nc2cccc(C3CCCCCC3)c2)ccc1OCCN1C(=O)c2ccccc2C1=O. As a reaction SMILES: [CH3:52][CH2:53][O:54][C:55](=[O:56])[CH3:57].[CH:38]1([c:45]2[cH:46][c:47]([NH2:48])[cH:49][cH:50][cH:51]2)[CH2:39][CH2:40][CH2:41][CH2:42][CH2:43][CH2:44]1.[F:1][c:2]1[c:3]([O:4][C:9]([CH2:10][c:11]2[cH:12][c:13]([O:31][CH3:32])[c:14]([O:17][CH2:18][CH2:19][N:20]3[C:21](=[O:30])[c:22]4[c:23]([cH:26][cH:27][cH:28][cH:29]4)[C:24]3=[O:25])[cH:15][cH:16]2)=[O:33])[c:5]([F:6])[c:7]([F:8])[c:34]([F:35])[c:36]1[F:37]>>[C:9]([CH2:10][c:11]1[cH:12][c:13]([O:31][CH3:32])[c:14]([O:17][CH2:18][CH2:19][N:20]2[C:21](=[O:30])[c:22]3[c:23]([cH:26][cH:27][cH:28][cH:29]3)[C:24]2=[O:25])[cH:15][cH:16]1)(=[O:33])[NH:48][c:47]1[cH:46][c:45]([CH:38]2[CH2:39][CH2:40][CH2:41][CH2:42][CH2:43][CH2:44]2)[cH:51][cH:50][cH:49]1. Reactants: [BH4-], CO, [Cl-], C=C(C)CC(=O)c1ccc(NC(=O)c2ccccn2)cc1F, [NH4+], [Na+]. Yields the product C=C(C)CC(O)c1ccc(NC(=O)c2ccccn2)cc1F. Reaction SMILES: [BH4-:1].[CH3:27][OH:28].[Cl-:25].[F:3][c:4]1[cH:5][c:6]([NH:16][C:17](=[O:18])[c:19]2[n:20][cH:21][cH:22][cH:23][cH:24]2)[cH:7][cH:8][c:9]1[C:10]([CH2:11][C:12](=[CH2:13])[CH3:14])=[O:15].[NH4+:26].[Na+:2]>>[F:3][c:4]1[cH:5][c:6]([NH:16][C:17](=[O:18])[c:19]2[n:20][cH:21][cH:22][cH:23][cH:24]2)[cH:7][cH:8][c:9]1[CH:10]([CH2:11][C:12](=[CH2:13])[CH3:14])[OH:15]. Reactants: CC(C)([O-])C.[K+] (potassium tert-butoxide), CC1=C(C(=CC(=C1)C)C)B(O)O (2,4,6-trimethylbenzeneboronic acid), BrC1=CC=CC(=N1)CN(CCC)CCC (N-[(6-Bromopyridin-2-yl)methyl]-N-propylpropan-1-amine). Reagents/catalysts: C=1C=CC(=CC1)[P](C=2C=CC=CC2)(C=3C=CC=CC3)[Pd]([P](C=4C=CC=CC4)(C=5C=CC=CC5)C=6C=CC=CC6)([P](C=7C=CC=CC7)(C=8C=CC=CC8)C=9C=CC=CC9)[P](C=1C=CC=CC1)(C=1C=CC=CC1)C=1C=CC=CC1 (Tetrakis(triphenylphosphine)palladium(0)). Solvent: COCCOC (1,2 dimethoxyethane), COCCOC (1,2-dimethoxyethane), CC(C)(C)O (tBuOH). Reaction conditions: temperature 50 celsius. The product is C1(=C(C(=CC(=C1)C)C)C1=CC=CC(=N1)CN(CCC)CCC)C (N-[(6-mesitylpyridin-2-yl)methyl]-N-propylpropan-1-amine). Yield: 47.4%. RXN SMILES: Br[C:2]1[N:7]=[C:6]([CH2:8][N:9]([CH2:13][CH2:14][CH3:15])[CH2:10][CH2:11][CH3:12])[CH:5]=[CH:4][CH:3]=1.[CH3:16][C:17]1[CH:22]=[C:21]([CH3:23])[CH:20]=[C:19]([CH3:24])[C:18]=1B(O)O.CC(C)([O-])C.[K+]>COCCOC.CC(O)(C)C.C1C=CC([P]([Pd]([P](C2C=CC=CC=2)(C2C=CC=CC=2)C2C=CC=CC=2)([P](C2C=CC=CC=2)(C2C=CC=CC=2)C2C=CC=CC=2)[P](C2C=CC=CC=2)(C2C=CC=CC=2)C2C=CC=CC=2)(C2C=CC=CC=2)C2C=CC=CC=2)=CC=1>[C:17]1([CH3:16])[CH:22]=[C:21]([CH3:23])[CH:20]=[C:19]([CH3:24])[C:18]=1[C:2]1[N:7]=[C:6]([CH2:8][N:9]([CH2:13][CH2:14][CH3:15])[CH2:10][CH2:11][CH3:12])[CH:5]=[CH:4][CH:3]=1 |f:2.3,^1:48,50,69,88|. Reported procedure: N-[(6-Bromopyridin-2-yl)methyl]-N-propylpropan-1-amine (7.0 g, 26 mmol) was dissolved in 1,2-dimethoxyethane (100 mL). Tetrakis(triphenylphosphine)palladium(0) (1.49 g, 1.29 mmol) was added and the solution was heated to 50° C. for 15 minutes. The solution was cooled and 2,4,6-trimethylbenzeneboronic acid (4.44 g, 27.1 mmol) in 30 mL 1,2 dimethoxyethane was added followed by potassium tert-butoxide (5.79 g, 51.6 mmol) in 30 mL of tBuOH. The reaction was heated at 90° C. for 0.5 h. The solution w... Reactants: O.O.O.O.O.O.O.O.O.O.S(=O)(=O)([O-])[O-].[Na+].[Na+] (sodium sulfate decahydrate), C[C@@]12C=CC[C@H]1[C@@H]1CCC3=CC(CC[C@@H]3[C@H]1CC2)=O (estra-4,16-dien-3-one), C[C@@]12C=CC[C@H]1[C@@H]1CCC3=CC(CC[C@@H]3[C@H]1CC2)=O (Estra-4,16-dien-3-one), [H-].[Al+3].[Li+].[H-].[H-].[H-] (lithium aluminum hydride). The solvent is CCOCC (ether). The product is C[C@@]12C=CC[C@H]1[C@@H]1CCC3=CC(CC[C@@H]3[C@H]1CC2)O (Estra-4,16-dien-3-ol). RXN SMILES: [CH3:1][C@:2]12[CH2:18][CH2:17][C@H:16]3[C@@H:7]([CH2:8][CH2:9][C:10]4[C@@H:15]3[CH2:14][CH2:13][C:12](=[O:19])[CH:11]=4)[C@@H:6]1[CH2:5][CH:4]=[CH:3]2.[H-].[Al+3].[Li+].[H-].[H-].[H-].O.O.O.O.O.O.O.O.O.O.S([O-])([O-])(=O)=O.[Na+].[Na+]>CCOCC>[CH3:1][C@:2]12[CH2:18][CH2:17][C@H:16]3[C@@H:7]([CH2:8][CH2:9][C:10]4[C@@H:15]3[CH2:14][CH2:13][CH:12]([OH:19])[CH:11]=4)[C@@H:6]1[CH2:5][CH:4]=[CH:3]2 |f:1.2.3.4.5.6,7.8.9.10.11.12.13.14.15.16.17.18.19|. Procedure details: To estra-4,16-dien-3-one, (1) (87.2 mg, 0.340 mmol) in 1.7 mL of anh. ether was added. lithium aluminum hydride (15.0 mg, 0.395 mmol) and the suspension was stirred 17 min. Reaction was then agitated 10 min. with 0.50 g of sodium sulfate decahydrate and filtered through Celite. The residue was washed with three 10 mL portions of ether and the combined filtrates were concentrated under reduced pressure. Preparative TLC (5% ethyl acetate/dichloro-methane on silica gel) gave crude product (50.0 mg)... Reactants: ice water, COC1=C(C=CC=C1OC1=C(C=CC=C1)C)CC(=O)O (2-[2-Methoxy-3-(o-tolyloxy)phenyl]acetic acid), C(C)(=O)OC(C)=O (acetic anhydride), aqueous solution. Solvent: I (hydrogen iodide). Conditions: temperature 100 celsius, time 1.5 hour. Product: C1(=C(C=CC=C1)OC1=CC=CC=2CC(OC21)=O)C (7-(o-tolyloxy)-2,3-dihydrobenzofuran-2-one). Isolated yield 73.3%. Reaction SMILES: CO[C:3]1[C:8]([O:9][C:10]2[CH:15]=[CH:14][CH:13]=[CH:12][C:11]=2[CH3:16])=[CH:7][CH:6]=[CH:5][C:4]=1[CH2:17][C:18]([OH:20])=[O:19].C(OC(=O)C)(=O)C>I>[C:11]1([CH3:16])[CH:12]=[CH:13][CH:14]=[CH:15][C:10]=1[O:9][C:8]1[C:3]2[O:20][C:18](=[O:19])[CH2:17][C:4]=2[CH:5]=[CH:6][CH:7]=1. Procedure: 2-[2-Methoxy-3-(o-tolyloxy)phenyl]acetic acid (34.0 g) was added to a mixture of acetic anhydride (50 ml) and 50% aqueous solution of hydrogen iodide (100 ml), and the mixture was refluxed under heating for an hour. The reaction mixture was poured into ice-water (1 l) and extracted with diethyl ether. The extract was washed with aqueous sodium hydrogen sulfite and water (twice) successively, dried over magnesium sulfate and then evaporated. The oily residue (34.0 g) was dissolved in acetic anhyd... Reactants: CO, N, COC(=O)c1sc(-n2cnc3ccncc32)cc1OCc1ccc(C(F)(F)F)cc1. Yields the product NC(=O)c1sc(-n2cnc3ccncc32)cc1OCc1ccc(C(F)(F)F)cc1. As a reaction SMILES: [CH3:32][OH:33].[NH3:31].[n:1]1[cH:2][n:3](-[c:10]2[cH:11][c:12]([O:19][CH2:20][c:21]3[cH:22][cH:23][c:24]([C:27]([F:28])([F:29])[F:30])[cH:25][cH:26]3)[c:13]([C:15]([O:17][CH3:16])=[O:18])[s:14]2)[c:4]2[cH:5][n:6][cH:7][cH:8][c:9]12>>[n:1]1[cH:2][n:3](-[c:10]2[cH:11][c:12]([O:19][CH2:20][c:21]3[cH:22][cH:23][c:24]([C:27]([F:28])([F:29])[F:30])[cH:25][cH:26]3)[c:13]([C:15](=[O:17])[NH2:31])[s:14]2)[c:4]2[cH:5][n:6][cH:7][cH:8][c:9]12.